From a dataset of the Open Reaction Database (ORD), a public repository of structured organic reaction records. describe an organic reaction: reactants, conditions, products, and yield Starting materials: ClC=1C(=NOC1C1=CC=C(C=C1)Cl)C(=O)O (4-chloro-5-(4-chlorophenyl)isoxazole-3-carboxylic acid), ClC1=CC=C(C=C1)C1=C(C(=NO1)C(=O)O)C (5-(4-chlorophenyl)-4-methylisoxazole-3-carboxylic acid). Yields the product ClC=1C(=NOC1C1=CC=C(C=C1)Cl)C(=O)N[C@H]1C[C@H](CC1)O (4-Chloro-5-(4-chlorophenyl)-N-((1R,3S)-3-hydroxycyclopentyl)isoxazole-3-carboxamide). Reaction SMILES: [Cl:1][C:2]1[C:3]([C:14]([OH:16])=O)=[N:4][O:5][C:6]=1[C:7]1[CH:12]=[CH:11][C:10]([Cl:13])=[CH:9][CH:8]=1.ClC1C=C[C:21]([C:24]2[O:28][N:27]=[C:26]([C:29](O)=O)[C:25]=2C)=CC=1>>[Cl:1][C:2]1[C:3]([C:14]([NH:27][C@@H:26]2[CH2:29][CH2:21][C@H:24]([OH:28])[CH2:25]2)=[O:16])=[N:4][O:5][C:6]=1[C:7]1[CH:8]=[CH:9][C:10]([Cl:13])=[CH:11][CH:12]=1. Procedure: Using 4-chloro-5-(4-chlorophenyl)isoxazole-3-carboxylic acid, synthesised according to Example 1, in place of 5-(4-chlorophenyl)-4-methylisoxazole-3-carboxylic acid.